From a dataset of the Open Reaction Database (ORD), a public repository of structured organic reaction records. describe an organic reaction: reactants, conditions, products, and yield Starting materials: CC(=O)O, O=[N+]([O-])O, N#Cc1ccc(O)cc1. Yields the product N#Cc1ccc(O)c([N+](=O)[O-])c1. Reaction SMILES: [CH3:14][C:15](=[O:16])[OH:17].[OH:1][N+:2]([O-:3])=[O:4].[OH:5][c:6]1[cH:7][cH:8][c:9]([C:12]#[N:13])[cH:10][cH:11]1>>[O-:1][N+:2](=[O:4])[c:7]1[c:6]([OH:5])[cH:11][cH:10][c:9]([C:12]#[N:13])[cH:8]1. The reactants are NC1=C(C(=O)N)C=C(C=N1)Cl (2-amino-5-chloronicotinamide), C(#N)C=1C=C(CBr)C=CC1 (3-cyanobenzylbromide). Solvent: C(C)(=O)OCC (ethyl acetate), CN(C=O)C (N,N-dimethylformamide). Run at temperature 105 celsius, time 5 hour. The product is Br.ClC=1C=C(C(N(C1)CC1=CC(=CC=C1)C#N)=N)C(=O)N (5-chloro-1-(3-cyanobenzyl)-2-imino-1,2-dihydropyridine-3-carboxamide hydrobromide). Yield: 28.3%. RXN SMILES: [NH2:1][C:2]1[N:10]=[CH:9][C:8]([Cl:11])=[CH:7][C:3]=1[C:4]([NH2:6])=[O:5].[C:12]([C:14]1[CH:15]=[C:16]([CH:19]=[CH:20][CH:21]=1)[CH2:17][Br:18])#[N:13]>CN(C)C=O.C(OCC)(=O)C>[BrH:18].[Cl:11][C:8]1[CH:7]=[C:3]([C:4]([NH2:6])=[O:5])[C:2](=[NH:1])[N:10]([CH2:17][C:16]2[CH:19]=[CH:20][CH:21]=[C:14]([C:12]#[N:13])[CH:15]=2)[CH:9]=1 |f:4.5|. Procedure: (Step 2) To a solution of 2-amino-5-chloronicotinamide (0.14 g) obtained in Step 1 in N,N-dimethylformamide (3 ml) was added 3-cyanobenzylbromide (0.19 g), and the mixture was stirred at 105° C. for 5 hr. The reaction mixture was diluted with ethyl acetate. The precipitate was collected by filtration and washed with ethyl acetate. The obtained precipitate was recrystallized from methanol-ethyl acetate to give the title compound (85 mg).